Task: describe an organic reaction: reactants, conditions, products, and yield. Dataset: the Open Reaction Database (ORD), a public repository of structured organic reaction records Starting materials: C1(=CC=CC=C1)C(=C)C1=CC=C2C(=N1)SC(=N2)C(=O)[O-].[Na+] (sodium 5-(1-phenylvinyl)thiazolo[5,4-b]pyridine-2-carboxylate), [I-].C[S+](=O)(C)C (Trimethylsulfoxonium iodide), CC(C)(C)[O-].[K+] (Potassium 2-methylpropan-2-olate). Solvent: CS(=O)C (DMSO), CS(=O)C (DMSO), Cl (HCl). Conditions: temperature 25 celsius, time 10 minute. The product is C1(=CC=CC=C1)C1(CC1)C1=CC=C2C(=N1)SC(=N2)C(=O)O (5-(1-phenylcyclopropyl)thiazolo[5,4-b]pyridine-2-carboxylic acid). Reaction SMILES: [CH3:1]C([O-])(C)C.[K+].[I-].C[S+](C)(C)=O.[C:13]1([C:19]([C:21]2[N:26]=[C:25]3[S:27][C:28]([C:30]([O-:32])=[O:31])=[N:29][C:24]3=[CH:23][CH:22]=2)=[CH2:20])[CH:18]=[CH:17][CH:16]=[CH:15][CH:14]=1.[Na+]>CS(C)=O.Cl>[C:13]1([C:19]2([C:21]3[N:26]=[C:25]4[S:27][C:28]([C:30]([OH:32])=[O:31])=[N:29][C:24]4=[CH:23][CH:22]=3)[CH2:1][CH2:20]2)[CH:18]=[CH:17][CH:16]=[CH:15][CH:14]=1 |f:0.1,2.3,4.5|. Procedure details: Potassium 2-methylpropan-2-olate (0.66 g, 5.9 mmol) was dissolved in anhydrous DMSO (19.5 mL) under argon. Trimethylsulfoxonium iodide (1.3 g, 5.9 mmol) was added to the resulting solution in one portion. After 10 min, this dissolved, and the resulting clear solution was added via cannula (over ˜2 min) to a suspension of sodium 5-(1-phenylvinyl)thiazolo[5,4-b]pyridine-2-carboxylate (1.19 g, 3.9 mmol) in DMSO (5 mL) at 25° C. The resulting solution was stirred at 25° C. for 1 h. The reaction solu...